From a dataset of the Open Reaction Database (ORD), a public repository of structured organic reaction records. describe an organic reaction: reactants, conditions, products, and yield The reactants are CS(=O)(=O)Cl, CN(C)C=O, O=C(c1ccc2[nH]c(C(=O)N3CCC(F)(F)CC3)cc2c1)N1CCN(C2CCCC2)CC1, [H-], [Na+]. Yields the product CS(=O)(=O)n1c(C(=O)N2CCC(F)(F)CC2)cc2cc(C(=O)N3CCN(C4CCCC4)CC3)ccc21. RXN SMILES: [CH3:35][S:36]([Cl:37])(=[O:38])=[O:39].[CH3:40][N:41]([CH3:42])[CH:43]=[O:44].[CH:1]1([N:6]2[CH2:7][CH2:8][N:9]([C:12](=[O:13])[c:14]3[cH:15][c:16]4[cH:17][c:18]([C:23](=[O:24])[N:25]5[CH2:26][CH2:27][C:28]([F:31])([F:32])[CH2:29][CH2:30]5)[nH:19][c:20]4[cH:21][cH:22]3)[CH2:10][CH2:11]2)[CH2:2][CH2:3][CH2:4][CH2:5]1.[H-:33].[Na+:34]>>[CH:1]1([N:6]2[CH2:7][CH2:8][N:9]([C:12](=[O:13])[c:14]3[cH:15][c:16]4[cH:17][c:18]([C:23](=[O:24])[N:25]5[CH2:26][CH2:27][C:28]([F:31])([F:32])[CH2:29][CH2:30]5)[n:19]([S:36]([CH3:35])(=[O:38])=[O:39])[c:20]4[cH:21][cH:22]3)[CH2:10][CH2:11]2)[CH2:2][CH2:3][CH2:4][CH2:5]1. As a reaction SMILES: [CH2:39]([Cl:40])[Cl:41].[CH3:31][Si:32]([CH:33]=[N+:34]=[N-:35])([CH3:36])[CH3:37].[F:1][c:2]1[c:3](-[c:19]2[cH:20][cH:21][cH:22][cH:23][cH:24]2)[c:4]([CH3:18])[c:5]([C:16]#[N:17])[c:6]2[n:7][c:8]([C:11]([CH2:12][OH:13])([CH3:14])[CH3:15])[o:9][c:10]12.[F:26][B-:27]([F:28])([F:29])[F:30].[H+:25].[OH2:38]>>[F:1][c:2]1[c:3](-[c:19]2[cH:20][cH:21][cH:22][cH:23][cH:24]2)[c:4]([CH3:18])[c:5]([C:16]#[N:17])[c:6]2[n:7][c:8]([C:11]([CH2:12][O:13][CH3:31])([CH3:14])[CH3:15])[o:9][c:10]12. Product: COCC(C)(C)c1nc2c(C#N)c(C)c(-c3ccccc3)c(F)c2o1. The reactants are ClCCl, C[Si](C)(C)C=[N+]=[N-], Cc1c(-c2ccccc2)c(F)c2oc(C(C)(C)CO)nc2c1C#N, F[B-](F)(F)F, [H+], O. The reactants are O=Cc1ccc(Br)cc1, Brc1ccsc1, C1CCOC1, [Li]CCCC, [Cl-], [NH4+]. Yields the product OC(c1ccc(Br)cc1)c1ccsc1. As a reaction SMILES: [Br:12][c:13]1[cH:14][cH:15][c:16]([CH:17]=[O:18])[cH:19][cH:20]1.[Br:6][c:7]1[cH:8][s:9][cH:10][cH:11]1.[CH2:23]1[O:24][CH2:25][CH2:26][CH2:27]1.[CH3:1][CH2:2][CH2:3][CH2:4][Li:5].[Cl-:21].[NH4+:22]>>[c:7]1([CH:17]([c:16]2[cH:15][cH:14][c:13]([Br:12])[cH:20][cH:19]2)[OH:18])[cH:8][s:9][cH:10][cH:11]1. Reactants: C(C)C1=NC2=C(N1CC1=CC=C(C=C1)C=1C(=CC=CC1)C(=O)OC)C=C(C=C2C)NC2=C(C(C2=O)=O)N(C)C (methyl 4'-[[2-ethyl-4-methyl-6-[(2-dimethylamino-3,4-dioxo-1-cyclobuten-1-yl) -amino]-1H-benzimidazol-1-yl]-methyl]-biphenyl-2-carboxylate), [OH-].[Na+] (sodium hydroxide). Run in C(C)O (ethanol). The product is C(C)C1=NC2=C(N1CC1=CC=C(C=C1)C=1C(=CC=CC1)C(=O)O)C=C(C=C2C)NC2=C(C(C2=O)=O)N(C)C (4'-[[2-Ethyl-4-methyl-6-[(2-dimethylamino-3,4-dioxo-1-cyclobuten-1-yl) -amino]-1H-benzimidazol-1-yl]-methyl]-biphenyl-2-carboxylic acid). RXN SMILES: [CH2:1]([C:3]1[N:7]([CH2:8][C:9]2[CH:14]=[CH:13][C:12]([C:15]3[C:16]([C:21]([O:23]C)=[O:22])=[CH:17][CH:18]=[CH:19][CH:20]=3)=[CH:11][CH:10]=2)[C:6]2[CH:25]=[C:26]([NH:30][C:31]3[C:34](=[O:35])[C:33](=[O:36])[C:32]=3[N:37]([CH3:39])[CH3:38])[CH:27]=[C:28]([CH3:29])[C:5]=2[N:4]=1)[CH3:2].[OH-].[Na+]>C(O)C>[CH2:1]([C:3]1[N:7]([CH2:8][C:9]2[CH:14]=[CH:13][C:12]([C:15]3[C:16]([C:21]([OH:23])=[O:22])=[CH:17][CH:18]=[CH:19][CH:20]=3)=[CH:11][CH:10]=2)[C:6]2[CH:25]=[C:26]([NH:30][C:31]3[C:34](=[O:35])[C:33](=[O:36])[C:32]=3[N:37]([CH3:39])[CH3:38])[CH:27]=[C:28]([CH3:29])[C:5]=2[N:4]=1)[CH3:2] |f:1.2|. Reported procedure: Prepared analogously to Example 1d from methyl 4'-[[2-ethyl-4-methyl-6-[(2-dimethylamino-3,4-dioxo-1-cyclobuten-1-yl) -amino]-1H-benzimidazol-1-yl]-methyl]-biphenyl-2-carboxylate and 1N sodium hydroxide solution in ethanol. The reactants are COc1ccc(Sc2ccc(C(=O)Cl)cc2Nc2ncnc3ncccc23)cc1, CN(C)c1cccc(N)c1, CO, COc1ccc(Sc2ccc(C(=O)Cl)cc2Nc2ncnc3nc(C(C)C)ccc23)cc1, Cc1ccc(N)cc1O. Yields the product COc1ccc(Sc2ccc(C(=O)Nc3cccc(N(C)C)c3)cc2Nc2ncnc3ncccc23)cc1. Reaction SMILES: [CH3:1][O:2][c:3]1[cH:4][cH:5][c:6]([S:9][c:10]2[c:11]([NH:19][c:20]3[c:21]4[c:22]([n:23][cH:24][n:25]3)[n:26][cH:27][cH:28][cH:29]4)[cH:12][c:13]([C:14](=[O:15])[Cl:16])[cH:17][cH:18]2)[cH:7][cH:8]1.[CH3:30][N:31]([c:32]1[cH:33][c:34]([NH2:38])[cH:35][cH:36][cH:37]1)[CH3:39].[CH3:81][OH:82].[CH:49]([c:50]1[cH:51][cH:52][c:53]2[c:54]([NH:55][c:56]3[cH:57][c:58]([C:71]([Cl:72])=[O:73])[cH:59][cH:60][c:61]3[S:62][c:63]3[cH:64][cH:65][c:66]([O:67][CH3:68])[cH:69][cH:70]3)[n:74][cH:75][n:76][c:77]2[n:78]1)([CH3:79])[CH3:80].[NH2:40][c:41]1[cH:42][c:43]([OH:44])[c:45]([CH3:46])[cH:47][cH:48]1>>[CH3:1][O:2][c:3]1[cH:4][cH:5][c:6]([S:9][c:10]2[c:11]([NH:19][c:20]3[c:21]4[c:22]([n:23][cH:24][n:25]3)[n:26][cH:27][cH:28][cH:29]4)[cH:12][c:13]([C:14](=[O:15])[NH:38][c:34]3[cH:33][c:32]([N:31]([CH3:30])[CH3:39])[cH:37][cH:36][cH:35]3)[cH:17][cH:18]2)[cH:7][cH:8]1. The reactants are COc1ccc(C(C)(C)C)cc1, ClCCCl, O=[N+]([O-])O. Product: COc1ccc(C(C)(C)C)cc1[N+](=O)[O-]. Reaction SMILES: [C:1]([CH3:2])([CH3:3])([CH3:4])[c:5]1[cH:6][cH:7][c:8]([O:11][CH3:12])[cH:9][cH:10]1.[CH2:17]([Cl:18])[CH2:19][Cl:20].[OH:13][N+:14]([O-:15])=[O:16]>>[C:1]([CH3:2])([CH3:3])([CH3:4])[c:5]1[cH:6][cH:7][c:8]([O:11][CH3:12])[c:9]([N+:14](=[O:13])[O-:15])[cH:10]1. Starting materials: [H][H] (hydrogen), N1(CCC1)C1CCN(CC1)CC1=CC=CC=C1 (4-azetidin-1-yl-1-benzyl-piperidine), [H][H] (hydrogen). Reagents/catalysts: [Pd] (Pd/C). Solvent: CO (MeOH). The product is N1(CCC1)C1CCNCC1 (4-azetidin-1-yl-piperidine). Reaction SMILES: [N:1]1([CH:5]2[CH2:10][CH2:9][N:8](CC3C=CC=CC=3)[CH2:7][CH2:6]2)[CH2:4][CH2:3][CH2:2]1.[H][H]>CO.[Pd]>[N:1]1([CH:5]2[CH2:10][CH2:9][NH:8][CH2:7][CH2:6]2)[CH2:4][CH2:3][CH2:2]1. Reported procedure: 3.2 g (13.9 mmol) 4-azetidin-1-yl-1-benzyl-piperidine dissolved in 50 mL MeOH were hydrogenated in the autoclave in the presence of 0.5 g Pd/C (10%) at 50° C. and 3 bar hydrogen pressure until the calculated volume of hydrogen had been taken up. The catalyst was filtered off and the solvent was eliminated under reduced pressure. The reactants are COC(\C(=C\CC1CCCC1)\C1=CC=C(C=C1)S(=O)(=O)C)=O ((E)-4-cyclopentyl-2-(4-methanesulfonyl-phenyl)-but-2-enoic acid methyl ester), [OH-].[Na+] (sodium hydroxide). Solvent: C(C)O (ethanol). Reaction conditions: temperature 47.5 celsius. The product is C1(CCCC1)C/C=C(/C(=O)O)\C1=CC=C(C=C1)S(=O)(=O)C ((E)-4-cyclopentyl-2-(4-methanesulfonyl-phenyl)-but-2-enoic acid). Isolated yield 99.4%. Reaction SMILES: C[O:2][C:3](=[O:22])/[C:4](/[C:12]1[CH:17]=[CH:16][C:15]([S:18]([CH3:21])(=[O:20])=[O:19])=[CH:14][CH:13]=1)=[CH:5]/[CH2:6][CH:7]1[CH2:11][CH2:10][CH2:9][CH2:8]1.[OH-].[Na+]>C(O)C>[CH:7]1([CH2:6]/[CH:5]=[C:4](\[C:12]2[CH:17]=[CH:16][C:15]([S:18]([CH3:21])(=[O:20])=[O:19])=[CH:14][CH:13]=2)/[C:3]([OH:22])=[O:2])[CH2:11][CH2:10][CH2:9][CH2:8]1 |f:1.2|. Procedure details: A solution of (E)-4-cyclopentyl-2-(4-methanesulfonyl-phenyl)-but-2-enoic acid methyl ester (1.00 g, 3.1 mmol) in ethanol (17 mL) was treated with a 1N aqueous sodium hydroxide solution (7 mL). The solution was heated at 45-50° C. for 15 h, at which time, thin layer chromatography analysis of the mixture indicated the absence of starting material. The reaction mixture was then concentrated in vacuo to remove ethanol, and thc residue was diluted with water (30 mL) and extracted with diethyl ether ... The reactants are C(C)OCCCOC1=CC2=C(C(=CO2)COC2=C3C=C(NC3=CC=C2)C(=O)O)C=C1 (4-[6-(3-ethoxy-propoxy)-benzofuran-3-ylmethoxy]-1H-indole-2-carboxylic acid), NC1CCC(CC1)(O)CCN1C[C@@H]([C@H](CC1)O)C ((3S,4S)-1-[2-(4-Amino-1-hydroxy-cyclohexyl)-ethyl]-3-methyl-piperidin-4-ol). Yields the product OC1(CCC(CC1)NC(=O)C=1NC2=CC=CC(=C2C1)OCC1=COC2=C1C=CC(=C2)OCCCOCC)CCN2C[C@@H]([C@H](CC2)O)C (4-[6-(3-Ethoxy-propoxy)-benzofuran-3-ylmethoxy]-1H-indole-2-carboxylic acid {4-hydroxy-4-[2-((3S,4S)-4-hydroxy-3-methyl-piperidin-1-yl)-ethyl]-cyclohexyl}-amide). RXN SMILES: [CH2:1]([O:3][CH2:4][CH2:5][CH2:6][O:7][C:8]1[CH:30]=[CH:29][C:11]2[C:12]([CH2:15][O:16][C:17]3[CH:25]=[CH:24][CH:23]=[C:22]4[C:18]=3[CH:19]=[C:20]([C:26](O)=[O:27])[NH:21]4)=[CH:13][O:14][C:10]=2[CH:9]=1)[CH3:2].[NH2:31][CH:32]1[CH2:37][CH2:36][C:35]([CH2:39][CH2:40][N:41]2[CH2:46][CH2:45][C@H:44]([OH:47])[C@@H:43]([CH3:48])[CH2:42]2)([OH:38])[CH2:34][CH2:33]1>>[OH:38][C:35]1([CH2:39][CH2:40][N:41]2[CH2:46][CH2:45][C@H:44]([OH:47])[C@@H:43]([CH3:48])[CH2:42]2)[CH2:34][CH2:33][CH:32]([NH:31][C:26]([C:20]2[NH:21][C:22]3[C:18]([CH:19]=2)=[C:17]([O:16][CH2:15][C:12]2[C:11]4[CH:29]=[CH:30][C:8]([O:7][CH2:6][CH2:5][CH2:4][O:3][CH2:1][CH3:2])=[CH:9][C:10]=4[O:14][CH:13]=2)[CH:25]=[CH:24][CH:23]=3)=[O:27])[CH2:37][CH2:36]1. Procedure details: This compound is synthesized analogously to example 1 from 4-[6-(3-ethoxy-propoxy)-benzofuran-3-ylmethoxy]-1H-indole-2-carboxylic acid 30g and amine 14.